From a dataset of the Open Reaction Database (ORD), a public repository of structured organic reaction records. describe an organic reaction: reactants, conditions, products, and yield The reactants are COC=1C(=CC2=C(C(CSC2C(=O)OCC)=O)C1)OC (ethyl 6,7-di-methoxy-3,4-dihydro-1H-2-benzothiopyran-4-one-1-carboxylate), [OH-].[K+] (KOH), O (water). Solvent: CO (methanol). Conditions: time 1 hour. Yields the product COC=1C(=CC2=C(C(CSC2C(=O)O)=O)C1)OC (6,7-dimethoxy-3,4-dihydro-1H-2-benzothiopyran-4-one-1-carboxylic acid). The yield is 81.0%. Reaction SMILES: [CH3:1][O:2][C:3]1[C:4]([O:19][CH3:20])=[CH:5][C:6]2[CH:11]([C:12]([O:14]CC)=[O:13])[S:10][CH2:9][C:8](=[O:17])[C:7]=2[CH:18]=1.[OH-].[K+].O>CO>[CH3:1][O:2][C:3]1[C:4]([O:19][CH3:20])=[CH:5][C:6]2[CH:11]([C:12]([OH:14])=[O:13])[S:10][CH2:9][C:8](=[O:17])[C:7]=2[CH:18]=1 |f:1.2|. Procedure details: In methanol (20 ml) was suspended ethyl 6,7-di-methoxy-3,4-dihydro-1H-2-benzothiopyran-4-one-1-carboxylate (6 g) followed by addition of 2N-KOH (15 ml) and the mixture was stirred at room temperature for one hour. The reaction mixture was then poured into water, acidified and extracted with ethyl acetate. The ethyl acetate layer was washed with water, dried (MgSO4) and the solvent was distilled off to give 6,7-dimethoxy-3,4-dihydro-1H-2-benzothiopyran-4-one-1-carboxylic acid (4.4 g, yield 82%). ...